Dataset: the Open Reaction Database (ORD), a public repository of structured organic reaction records. Task: describe an organic reaction: reactants, conditions, products, and yield Reactants: NC=1C(=CC(=C(C(=O)OC)C1)OC)[N+](=O)[O-] (methyl 5-amino-2-methoxy-4-nitrobenzoate), O.N (ammonia water). Run in O1CCOCC1 (dioxane). Reaction conditions: time 40 hour. The product is NC=1C(=CC(=C(C(=O)N)C1)OC)[N+](=O)[O-] (5-Amino-2-methoxy-4-nitrobenzamide). Reaction SMILES: [NH2:1][C:2]1[C:3]([N+:14]([O-:16])=[O:15])=[CH:4][C:5]([O:12][CH3:13])=[C:6]([CH:11]=1)[C:7](OC)=[O:8].O.[NH3:18]>O1CCOCC1>[NH2:1][C:2]1[C:3]([N+:14]([O-:16])=[O:15])=[CH:4][C:5]([O:12][CH3:13])=[C:6]([CH:11]=1)[C:7]([NH2:18])=[O:8] |f:1.2|. Procedure details: To a solution of 5.66 g of methyl 5-amino-2-methoxy-4-nitrobenzoate in 200 ml of dioxane was added 50 ml of 28 % ammonia water, and then the mixture was allowed to stand at room temperature for 40 hours. The solvent was evaporated under reduced pressure, and the residue was recrystallized from dioxane to give the title compound, m.p. 250°-257° C., yield of 4.30 g. Starting materials: ClCCC(=O)N1CCC2=CC(=CC=C12)C#N (1-(3-Chloropropionyl)-2,3-dihydro-1H-indole-5-carbonitrile), C(C)(C)(C)OC(=O)N1CC2CNCC(C1)O2 (9-oxa-3,7-diaza-bicyclo[3.3.1]nonane-3-carboxylic acid tert-butyl ester), C([O-])([O-])=O.[K+].[K+] (potassium carbonate). The solvent is C(C)#N (acetonitrile). Reaction conditions: temperature 60 celsius, time 8 hour. Yields the product O=C(CCN1CC2CN(CC(C1)O2)C(=O)OC(C)(C)C)N2CCC1=CC(=CC=C21)C#N (tert-Butyl 7-[3-oxo-3-(5-cyano-2,3-dihydro-1H-indol-1-yl)propyl]-9-oxa-3,7-diazabicyclo[3.3.1]nonane-3-carboxylate). As a reaction SMILES: Cl[CH2:2][CH2:3][C:4]([N:6]1[C:14]2[C:9](=[CH:10][C:11]([C:15]#[N:16])=[CH:12][CH:13]=2)[CH2:8][CH2:7]1)=[O:5].[C:17]([O:21][C:22]([N:24]1[CH2:31][CH:30]2[O:32][CH:26]([CH2:27][NH:28][CH2:29]2)[CH2:25]1)=[O:23])([CH3:20])([CH3:19])[CH3:18].C(=O)([O-])[O-].[K+].[K+]>C(#N)C>[O:5]=[C:4]([N:6]1[C:14]2[C:9](=[CH:10][C:11]([C:15]#[N:16])=[CH:12][CH:13]=2)[CH2:8][CH2:7]1)[CH2:3][CH2:2][N:28]1[CH2:27][CH:26]2[O:32][CH:30]([CH2:31][N:24]([C:22]([O:21][C:17]([CH3:20])([CH3:19])[CH3:18])=[O:23])[CH2:25]2)[CH2:29]1 |f:2.3.4|. Procedure: 1-(3-Chloropropionyl)-2,3-dihydro-1H-indole-5-carbonitrile (3.07 g, 0.031 mol; see step (v) above), 9-oxa-3,7-diaza-bicyclo[3.3.1]nonane-3-carboxylic acid tert-butyl ester (3 g, 0.031 mol; see WO 01/28992) and potassium carbonate (6.43 g, 0.0465 mol) were taken in dry acetonitrile (30 mL) and stirred at 60° C. overnight under a nitrogen atmosphere. The reaction mixture was filtered and concentrated under reduced pressure to provide a crude product. This product was then purified by column chroma... The reactants are ClCCl, COc1cccc(S(=O)(=O)Cl)c1, Cl, Nc1ccc(F)cc1F, c1ccncc1. Yields the product COc1cccc(S(=O)(=O)Nc2ccc(F)cc2F)c1. RXN SMILES: [CH2:29]([Cl:30])[Cl:31].[CH3:16][O:17][c:18]1[cH:19][c:20]([S:24](=[O:25])(=[O:26])[Cl:27])[cH:21][cH:22][cH:23]1.[ClH:28].[F:1][c:2]1[c:3]([NH2:9])[cH:4][cH:5][c:6]([F:8])[cH:7]1.[cH:10]1[cH:11][cH:12][n:13][cH:14][cH:15]1>>[F:1][c:2]1[c:3]([NH:9][S:24]([c:20]2[cH:19][c:18]([O:17][CH3:16])[cH:23][cH:22][cH:21]2)(=[O:25])=[O:26])[cH:4][cH:5][c:6]([F:8])[cH:7]1. Starting materials: CCOC(=O)CNCCNS(=O)(=O)c1nnc(-c2ccc(Cl)cc2[N+](=O)[O-])s1, COc1ccc(COC(=O)Nc2nc3c(ncn3CC(=O)O)c(=O)[nH]2)cc1. Product: CCOC(=O)CN(CCNS(=O)(=O)c1nnc(-c2ccc(Cl)cc2[N+](=O)[O-])s1)C(=O)Cn1cnc2c(=O)[nH]c(NC(=O)OCc3ccc(OC)cc3)nc21. RXN SMILES: [CH2:1]([CH3:2])[O:3][C:4]([CH2:5][NH:6][CH2:7][CH2:8][NH:9][S:10](=[O:11])(=[O:12])[c:13]1[s:14][c:15](-[c:18]2[c:19]([N+:25](=[O:26])[O-:27])[cH:20][c:21]([Cl:24])[cH:22][cH:23]2)[n:16][n:17]1)=[O:28].[CH3:29][O:30][c:31]1[cH:32][cH:33][c:34]([CH2:35][O:36][C:37](=[O:38])[NH:39][c:40]2[nH:41][c:42](=[O:53])[c:43]3[n:44][cH:45][n:46]([CH2:49][C:50](=[O:51])[OH:52])[c:47]3[n:48]2)[cH:54][cH:55]1>>[CH2:1]([CH3:2])[O:3][C:4]([CH2:5][N:6]([CH2:7][CH2:8][NH:9][S:10](=[O:11])(=[O:12])[c:13]1[s:14][c:15](-[c:18]2[c:19]([N+:25](=[O:26])[O-:27])[cH:20][c:21]([Cl:24])[cH:22][cH:23]2)[n:16][n:17]1)[C:50]([CH2:49][n:46]1[cH:45][n:44][c:43]2[c:42](=[O:53])[nH:41][c:40]([NH:39][C:37]([O:36][CH2:35][c:34]3[cH:33][cH:32][c:31]([O:30][CH3:29])[cH:55][cH:54]3)=[O:38])[n:48][c:47]21)=[O:51])=[O:28]. The reactants are BrC=1C=C(C#N)C=CC1O (3-bromo-4-hydroxybenzonitrile), BrCCF (1-bromo-2-fluoroethane), CS(=O)C (dimethyl sulfoxide), C([O-])([O-])=O.[K+].[K+] (potassium carbonate). Reagents/catalysts: [I-].[K+] (Potassium iodide). Run in O (water). Conditions: time 1 hour. Yields the product BrC=1C=C(C#N)C=CC1OCCF (3-Bromo-4-(2-fluoroethoxy)benzonitrile). Yield: 91.7%. RXN SMILES: [Br:1][C:2]1[CH:3]=[C:4]([CH:7]=[CH:8][C:9]=1[OH:10])[C:5]#[N:6].CS(C)=O.C(=O)([O-])[O-].[K+].[K+].Br[CH2:22][CH2:23][F:24]>O.[I-].[K+]>[Br:1][C:2]1[CH:3]=[C:4]([CH:7]=[CH:8][C:9]=1[O:10][CH2:22][CH2:23][F:24])[C:5]#[N:6] |f:2.3.4,7.8|. Procedure: To a flame dried 50 mL round bottom flask was added 3-bromo-4-hydroxybenzonitrile (1.0 g, 5.05 mmol) followed by 5 mL of dimethyl sulfoxide. Potassium iodide (4.2 mg, 0.025 mmol) and potassium carbonate (1.05 g, 7.58 mmol) were added. The flask was immersed in an oil bath at 85° C. and 1-bromo-2-fluoroethane (0.769 g, 0.45 mL, 6.06 mmol) was added. The reaction was stirred at this temperature for 1 h after which it was cooled to room temperature and diluted with water (10 mL). The resulting solu...